From a dataset of the Open Reaction Database (ORD), a public repository of structured organic reaction records. describe an organic reaction: reactants, conditions, products, and yield Starting materials: [H][H] (hydrogen), [H][H] (hydrogen), BrC1=C(C(=CC(=N1)N)N)C#N (6-bromo-2,4-diamino-5-cyanopyridine), C(C)(=O)[O-].[K+] (potassium acetate), CO (methanol). The reagents and catalysts are [Pd] (palladium on charcoal). The solvent is O1CCCC1 (tetrahydrofuran). Conditions: time 2 hour. The product is NC1=NC=C(C(=C1)N)C#N (2,4-diamino-5-cyanopyridine). As a reaction SMILES: Br[C:2]1[N:7]=[C:6]([NH2:8])[CH:5]=[C:4]([NH2:9])[C:3]=1[C:10]#[N:11].[H][H].C([O-])(=O)C.[K+].CO>[Pd].O1CCCC1>[NH2:8][C:6]1[CH:5]=[C:4]([NH2:9])[C:3]([C:10]#[N:11])=[CH:2][N:7]=1 |f:2.3|. Reported procedure: A suspension of 21.3 g of 6-bromo-2,4-diamino-5-cyanopyridine (JACS, 80:2838-2840 (1958)) and 1 g of 20% palladium on charcoal in 250 mL of tetrahydrofuran was shaken in a Parr apparatus under an atmosphere hydrogen. After 2 hours, the reaction was stopped and 10 g of potassium acetate and 50 mL of methanol added. The reaction was recharged with hydrogen and shaken for 18 hours. The solvents were removed under reduced pressure and the residue crystallized from isopropyl alcohol to afford the tit... As a reaction SMILES: [Br:6][c:7]1[cH:8][cH:9][c:10]([C:13]2=[N:17][C:16]([CH3:18])([CH3:19])[CH2:15][O:14]2)[cH:11][cH:12]1.[CH2:1]([Li:2])[CH2:3][CH2:4][CH3:5].[CH3:20][N:21]([CH:22]=[O:23])[CH3:24].[O:25]1[CH2:26][CH2:27][CH2:28][CH2:29]1>>[c:7]1([CH:22]=[O:23])[cH:8][cH:9][c:10]([C:13]2=[N:17][C:16]([CH3:18])([CH3:19])[CH2:15][O:14]2)[cH:11][cH:12]1. The product is CC1(C)COC(c2ccc(C=O)cc2)=N1. Starting materials: CC1(C)COC(c2ccc(Br)cc2)=N1, [Li]CCCC, CN(C)C=O, C1CCOC1. The reactants are [OH-].[Na+] (NaOH), ClC=1C(=NNC1)C1=C(C=CC=2OC(OC21)(F)F)[N+](=O)[O-] (4-chloro-3-(2,2-difluoro-5-nitrobenzo-1,3-dioxol-4-yl)pyrazole), Cl (HCl), Cl[Sn]Cl (SnCl2). The solvent is C(C)O (ethanol), C(C)O (ethanol). Conditions: time 2 hour. The product is ClC=1C(=NNC1)C1=C(C=CC=2OC(OC21)(F)F)N (4-chloro,3-(5-amino,2,2-difluorobenzo-1,3-dioxol-4-yl)pyrazole). The yield is 84.1%. As a reaction SMILES: [Cl:1][C:2]1[C:3]([C:7]2[C:15]3[O:14][C:13]([F:17])([F:16])[O:12][C:11]=3[CH:10]=[CH:9][C:8]=2[N+:18]([O-])=O)=[N:4][NH:5][CH:6]=1.Cl.Cl[Sn]Cl.[OH-].[Na+]>C(O)C>[Cl:1][C:2]1[C:3]([C:7]2[C:15]3[O:14][C:13]([F:16])([F:17])[O:12][C:11]=3[CH:10]=[CH:9][C:8]=2[NH2:18])=[N:4][NH:5][CH:6]=1 |f:3.4|. Reported procedure: 6.0 g (0.02 mol) of 4-chloro-3-(2,2-difluoro-5-nitrobenzo-1,3-dioxol-4-yl)pyrazole, in solution in 60 ml of ethanol, are run, at room temperature, onto a mixture of 30 ml of 36% HCl and 20.2 g (0.09 mol) of SnCl2 2H2O in 60 ml of ethanol. The reaction mixture is stirred for 2 h at room temperature, neutralised with 10% NaOH and then filtered. The insoluble material is washed with ethanol. The alcohol phase is concentrated under reduced pressure and the residue is taken up in ethyl acetate. After...